Task: describe an organic reaction: reactants, conditions, products, and yield. Dataset: the Open Reaction Database (ORD), a public repository of structured organic reaction records The reactants are CC1=C(C(=O)OCCC#N)C(c2ccc(Br)cc2OC(F)(F)F)c2c(cc[nH]c2=O)N1, CCOC(OCC)OCC, O=S(=O)(O)O. The product is CCOc1nccc2c1C(c1ccc(Br)cc1OC(F)(F)F)C(C(=O)OCCC#N)=C(C)N2. RXN SMILES: [Br:1][c:2]1[cH:3][c:4]([O:27][C:28]([F:29])([F:30])[F:31])[c:5]([CH:8]2[C:9]([C:20](=[O:21])[O:22][CH2:23][CH2:24][C:25]#[N:26])=[C:10]([CH3:19])[NH:11][c:12]3[cH:13][cH:14][nH:15][c:16](=[O:18])[c:17]32)[cH:6][cH:7]1.[CH:37]([O:38][CH2:41][CH3:42])([O:43][CH2:44][CH3:45])[O:46][CH2:39][CH3:40].[S:32](=[O:33])(=[O:34])([OH:35])[OH:36]>>[Br:1][c:2]1[cH:3][c:4]([O:27][C:28]([F:29])([F:30])[F:31])[c:5]([CH:8]2[C:9]([C:20](=[O:21])[O:22][CH2:23][CH2:24][C:25]#[N:26])=[C:10]([CH3:19])[NH:11][c:12]3[cH:13][cH:14][n:15][c:16]([O:18][CH2:39][CH3:40])[c:17]32)[cH:6][cH:7]1. Starting materials: BrC1=C(C=C(C=C1)O)F (4-bromo-3-fluorophenol), CC1(COC1)CO ((3-methyl-oxetan-3-yl)-methanol). The product is BrC1=C(C=C(OCC2(COC2)C)C=C1)F (3-(4-Bromo-3-fluoro-phenoxymethyl)-3-methyl-oxetane). RXN SMILES: [Br:1][C:2]1[CH:7]=[CH:6][C:5]([OH:8])=[CH:4][C:3]=1[F:9].[CH3:10][C:11]1([CH2:15]O)[CH2:14][O:13][CH2:12]1>>[Br:1][C:2]1[CH:7]=[CH:6][C:5]([O:8][CH2:10][C:11]2([CH3:15])[CH2:14][O:13][CH2:12]2)=[CH:4][C:3]=1[F:9]. Procedure details: The title compound was prepared from 4-bromo-3-fluorophenol and (3-methyl-oxetan-3-yl)-methanol in analogy to Example 9c): MS (EI): 274 and 276 M+. The reactants are C(=CC)C=1C=C(C=CC1)O (3-(1-Propenyl)phenol), compound, [H][H] (hydrogen). Reagents/catalysts: [Pd] (palladium on carbon). Solvent: C1CCOC1 (THF). Product: C(CC)C=1C=C(C=CC1)O (3-Propylphenol). Yield: 100.0%. Reaction SMILES: [CH:1]([C:4]1[CH:5]=[C:6]([OH:10])[CH:7]=[CH:8][CH:9]=1)=[CH:2][CH3:3].[H][H]>[Pd].C1COCC1>[CH2:1]([C:4]1[CH:5]=[C:6]([OH:10])[CH:7]=[CH:8][CH:9]=1)[CH2:2][CH3:3]. Procedure: To a mixture of Part B (1) compound (3 g, 22.4 mmol) and 10% palladium on carbon (150 mg) in THF (25 mL) was connected a hydrogen balloon. Hydrogenation was maintained at RT overnight. The mixture of reaction was filtered through Celite. The resulting clear solution was evaporated to give the title compound (2.97 g, 100%) as a yellowish oil. Starting materials: O=C(C=1C=CC=CC1)N(C(C)C)C(C)C. The reagents and catalysts are O1B(OC(C)(C)C1(C)C)B2OC(C)(C)C(O2)(C)C, O=C1C=CC=2C=CC=C(C3=CN=C(C=C3)C=4N=CC=CC4)C2N1, [K].OC(C)(C)C, C[OH2+].C[OH2+].C1CC=CCCC=C1.C1CC=CCCC=C1.[Ir].[Ir]. Solvent: O1CCCC1. Conditions: temperature 80 celsius, time 12 hour. The product is O=C(C=1C=CC=C(C1)B2OC(C)(C)C(O2)(C)C)N(C(C)C)C(C)C. The yield is 81.0%. Procedure details: In an argon filled glove box, a 5.0 mL wheaton microreactor was charged with [Ir(cod)(OMe)]2 (1.98 mg, 1.5 mol%), L1 ligand (2.1 mg, 3.5 mol%), B2pin2 (50.8 mg, 1.0 equiv.), KOtBu (1.0 mg, 4.5 mol%) and dry THF (1.0 mL). The reaction mixture was stirred for 2 minutes at room temperature. To this mixture, N,N-diisopropylbenzamide (41.1 mg, 0.2 mmol) was added. The microreactor was capped with a teflon pressure cap and placed into pre-heated aluminum block at 80 oC. The reaction mixture was stirre...